This data is from the Open Reaction Database (ORD), a public repository of structured organic reaction records. The task is: describe an organic reaction: reactants, conditions, products, and yield The reactants are [OH-].[Na+] (NaOH), BrC1=CC=C(C=C1)O (4-Bromo-phenol), C(C)OC(CCCBr)=O (4-bromo-butyric acid ethyl ester), C(=O)([O-])[O-].[K+].[K+] (K2CO3). The solvent is CO (CH3OH), CN(C)C=O (DMF). Run at time 8 hour. Yields the product BrC1=CC=C(OCCCC(=O)O)C=C1 (4-(4-bromophenoxy)butanoic acid). Yield: 92.2%. Reaction SMILES: [Br:1][C:2]1[CH:7]=[CH:6][C:5]([OH:8])=[CH:4][CH:3]=1.C([O:11][C:12](=[O:17])[CH2:13][CH2:14][CH2:15]Br)C.C([O-])([O-])=O.[K+].[K+].[OH-].[Na+]>CN(C=O)C.CO>[Br:1][C:2]1[CH:7]=[CH:6][C:5]([O:8][CH2:15][CH2:14][CH2:13][C:12]([OH:17])=[O:11])=[CH:4][CH:3]=1 |f:2.3.4,5.6|. Procedure: 4-Bromo-phenol (172 g, 1 mol), 4-bromo-butyric acid ethyl ester (212 g, 1.1 mol) and K2CO3 (250 g, 1.8 mol) was dissolved in DMF (1000 mL), the mixture was stirred at room temperature overnight. the solvent was removed and water was added to the residue, the mixture was extracted with ethyl acetate, the organic layer was washed with brine, and dried over Na2SO4 the solvent was removed, to the residue was added NaOH (3M, 1000 mol) and CH3OH (600 mL), the mixture was stirred at 70 for 30 minutes a... Product: C(CCC)C=1N(C(N(N1)CC#N)=O)CC1=CC=C(C=C1)C1=C(C=CC=C1)C1=NN=NN1C(C1=CC=CC=C1)(C1=CC=CC=C1)C1=CC=CC=C1 (5-n-Butyl-2-cyanomethyl-2,4-dihydro-4-[[2'-(N-trityltetrazol-5-yl)biphenyl-4-yl]methyl]-3H-1,2,4-triazol-3-one). Isolated yield 58.0%. Procedure: The alkylation of 5-n-butyl-2,4-dihydro-4-[[2'-(N-trityltetrazol-5-yl)biphenyl-4-yl]methyl]-3H-1,2,4-triazol-3-one (from Example 2, Step D) with bromoacetonitrile was carried out as described in Example 3, Step A. After work-up, the residue was flash chromatographed over silica gel (30 mL for 0.162 mmole, gradient elution using 0.5-2.0% MeOH/CH2Cl2 to give the desired compound in 58% yield, homogeneous by TLC in 2% MeOH/CH2Cl2, mass spectrum (FAB) m/e 657 (M+1)+. As a reaction SMILES: [CH2:1]([C:5]1[N:6]([CH2:11][C:12]2[CH:17]=[CH:16][C:15]([C:18]3[CH:23]=[CH:22][CH:21]=[CH:20][C:19]=3[C:24]3[N:28]([C:29]([C:42]4[CH:47]=[CH:46][CH:45]=[CH:44][CH:43]=4)([C:36]4[CH:41]=[CH:40][CH:39]=[CH:38][CH:37]=4)[C:30]4[CH:35]=[CH:34][CH:33]=[CH:32][CH:31]=4)[N:27]=[N:26][N:25]=3)=[CH:14][CH:13]=2)[C:7](=[O:10])[NH:8][N:9]=1)[CH2:2][CH2:3][CH3:4].Br[CH2:49][C:50]#[N:51]>>[CH2:1]([C:5]1[N:6]([CH2:11][C:12]2[CH:13]=[CH:14][C:15]([C:18]3[CH:23]=[CH:22][CH:21]=[CH:20][C:19]=3[C:24]3[N:28]([C:29]([C:36]4[CH:37]=[CH:38][CH:39]=[CH:40][CH:41]=4)([C:30]4[CH:31]=[CH:32][CH:33]=[CH:34][CH:35]=4)[C:42]4[CH:47]=[CH:46][CH:45]=[CH:44][CH:43]=4)[N:27]=[N:26][N:25]=3)=[CH:16][CH:17]=2)[C:7](=[O:10])[N:8]([CH2:49][C:50]#[N:51])[N:9]=1)[CH2:2][CH2:3][CH3:4]. Reactants: C(CCC)C=1N(C(NN1)=O)CC1=CC=C(C=C1)C1=C(C=CC=C1)C1=NN=NN1C(C1=CC=CC=C1)(C1=CC=CC=C1)C1=CC=CC=C1 (5-n-Butyl-2,4-dihydro-4-[[2'-(N-trityltetrazol-5-yl)biphenyl-4-yl]methyl]-3H-1,2,4-triazol-3-one), BrCC#N (bromoacetonitrile).